This data is from the Open Reaction Database (ORD), a public repository of structured organic reaction records. The task is: describe an organic reaction: reactants, conditions, products, and yield Reactants: O=S(=O)(Cl)c1cccc(Br)c1, O=C([O-])[O-], COCCN, CC(C)=O, [K+], [K+]. Product: COCCNS(=O)(=O)c1cccc(Br)c1. Reaction SMILES: [Br:1][c:2]1[cH:3][c:4]([S:8](=[O:9])(=[O:10])[Cl:11])[cH:5][cH:6][cH:7]1.[C:17](=[O:18])([O-:19])[O-:20].[CH3:12][O:13][CH2:14][CH2:15][NH2:16].[CH3:23][C:24](=[O:25])[CH3:26].[K+:21].[K+:22]>>[Br:1][c:2]1[cH:3][c:4]([S:8](=[O:9])(=[O:10])[NH:16][CH2:15][CH2:14][O:13][CH3:12])[cH:5][cH:6][cH:7]1. Starting materials: Cl.Cl.C(C)(C)(C)C1=C(C=CC=C1)N1CCNCC1 (1-(2-tert-butylphenyl)piperazine dihydrochloride), C(C)N=C=O (ethyl isocyanate). Run in N1=CC=CC=C1 (pyridine). Reaction conditions: temperature 50 celsius. The product is C(C)(C)(C)C1=C(C=CC=C1)N1CCN(CC1)C(=O)NCC (4-(2-tert-butylphenyl)-N-ethylpiperazine-1-carboxamide). Isolated yield 77.5%. As a reaction SMILES: Cl.Cl.[C:3]([C:7]1[CH:12]=[CH:11][CH:10]=[CH:9][C:8]=1[N:13]1[CH2:18][CH2:17][NH:16][CH2:15][CH2:14]1)([CH3:6])([CH3:5])[CH3:4].[CH2:19]([N:21]=[C:22]=[O:23])[CH3:20]>N1C=CC=CC=1>[C:3]([C:7]1[CH:12]=[CH:11][CH:10]=[CH:9][C:8]=1[N:13]1[CH2:18][CH2:17][N:16]([C:22]([NH:21][CH2:19][CH3:20])=[O:23])[CH2:15][CH2:14]1)([CH3:6])([CH3:4])[CH3:5] |f:0.1.2|. Procedure details: To a stirred solution of 1-(2-tert-butylphenyl)piperazine dihydrochloride (0.12 g, 0.41 mmol) in pyridine (4.0 mL) was added ethyl isocyanate (0.036 g, 0.51 mmol) at room temperature and the reaction mixture was heated at 50° C. for 16 h. After this time, the reaction mixture was cooled to room temperature and concentration under reduced pressure. The residue was partitioned between ethyl acetate and 0.5 N hydrochloric acid (2×10 mL), separated and the organic layer was concentrated under reduce...